From a dataset of the Open Reaction Database (ORD), a public repository of structured organic reaction records. describe an organic reaction: reactants, conditions, products, and yield The reactants are C(C1=CC=CC=C1)OC1=CC(=C2C=C(N(C2=C1)C)C(=O)OCC)Cl (ethyl 6-benzyloxy-4-chloro-1-methyl-2-indolecarboxylate). The reagents and catalysts are [Pd] (palladium/carbon). The solvent is O1CCCC1 (tetrahydrofuran). Yields the product ClC1=C2C=C(N(C2=CC(=C1)O)C)C(=O)OCC (ethyl 4-chloro-6-hydroxy-1-methyl-2-indolecarboxylate). Yield: 92.4%. Reaction SMILES: C([O:8][C:9]1[CH:17]=[C:16]2[C:12]([CH:13]=[C:14]([C:19]([O:21][CH2:22][CH3:23])=[O:20])[N:15]2[CH3:18])=[C:11]([Cl:24])[CH:10]=1)C1C=CC=CC=1>O1CCCC1.[Pd]>[Cl:24][C:11]1[CH:10]=[C:9]([OH:8])[CH:17]=[C:16]2[C:12]=1[CH:13]=[C:14]([C:19]([O:21][CH2:22][CH3:23])=[O:20])[N:15]2[CH3:18]. Procedure: In 60 ml of tetrahydrofuran was dissolved 2.20 g (6.40 mmol) of ethyl 6-benzyloxy-4-chloro-1-methyl-2-indolecarboxylate. After 0.3 g of 10% palladium/carbon was added to the solution, catalytic hydrogenation was performed at ambient temperature under normal pressure. After completion of the reaction, the catalyst was filtered off and the filtrate was concentrated under reduced pressure. The resulting residue was purified by silica gel column chromatography to give 1.50 g (92.4%) of ethyl 4-chlor...